From a dataset of the Open Reaction Database (ORD), a public repository of structured organic reaction records. describe an organic reaction: reactants, conditions, products, and yield The reactants are C(C)O (ethanol), [OH-].[Na+] (sodium hydroxide), C1(CCCCC1)NC1=C(C=C2C(C(=CN(C2=C1)C1CCCC1)OC1=CC=C(C#N)C=C1)=O)F (4-{[7-(cyclohexylamino)-1-cyclopentyl-6-fluoro-4-oxo-1,4-dihydroquinolin-3-yl]oxy}benzonitrile), Cl (hydrochloric acid), O (Water). Yields the product C1(CCCCC1)NC1=C(C=C2C(C(=CN(C2=C1)C1CCCC1)OC1=CC=C(C(=O)O)C=C1)=O)F (4-{[7-(cyclohexylamino)-1-cyclopentyl-6-fluoro-4-oxo-1,4-dihydroquinolin-3-yl]oxy}benzoic acid). RXN SMILES: C(O)C.[OH-:4].[Na+].[CH:6]1([NH:12][C:13]2[CH:22]=[C:21]3[C:16]([C:17](=[O:37])[C:18]([O:28][C:29]4[CH:36]=[CH:35][C:32]([C:33]#N)=[CH:31][CH:30]=4)=[CH:19][N:20]3[CH:23]3[CH2:27][CH2:26][CH2:25][CH2:24]3)=[CH:15][C:14]=2[F:38])[CH2:11][CH2:10][CH2:9][CH2:8][CH2:7]1.Cl.[OH2:40]>>[CH:6]1([NH:12][C:13]2[CH:22]=[C:21]3[C:16]([C:17](=[O:37])[C:18]([O:28][C:29]4[CH:30]=[CH:31][C:32]([C:33]([OH:40])=[O:4])=[CH:35][CH:36]=4)=[CH:19][N:20]3[CH:23]3[CH2:27][CH2:26][CH2:25][CH2:24]3)=[CH:15][C:14]=2[F:38])[CH2:11][CH2:10][CH2:9][CH2:8][CH2:7]1 |f:1.2|. Reported procedure: 5.0 ml of ethanol and 1.5 ml of aqueous 6 M sodium hydroxide solution were added to 93 mg of 4-{[7-(cyclohexylamino)-1-cyclopentyl-6-fluoro-4-oxo-1,4-dihydroquinolin-3-yl]oxy}benzonitrile, followed by heating under reflux for 2 days. After cooling, the reaction system was neutralized with 1 M hydrochloric acid. Water was added and the solid precipitated was collected by filtration. By crystallizing the resulting solid from ethyl acetate-hexane, 65 mg of 4-{[7-(cyclohexylamino)-1-cyclopentyl-6-fl... Reactants: C1CCOC1, COC(=O)c1cc(NC(=O)OCCSc2ccc(C(F)(F)F)cc2)cn1C, Cl, [Li+], [OH-], O. Product: Cn1cc(NC(=O)OCCSc2ccc(C(F)(F)F)cc2)cc1C(=O)O. Reaction SMILES: [CH2:31]1[O:32][CH2:33][CH2:34][CH2:35]1.[CH3:1][n:2]1[c:3]([C:24](=[O:25])[O:26][CH3:27])[cH:4][c:5]([NH:7][C:8](=[O:9])[O:10][CH2:11][CH2:12][S:13][c:14]2[cH:15][cH:16][c:17]([C:20]([F:21])([F:22])[F:23])[cH:18][cH:19]2)[cH:6]1.[ClH:30].[Li+:29].[OH-:28].[OH2:36]>>[CH3:1][n:2]1[c:3]([C:24](=[O:25])[OH:26])[cH:4][c:5]([NH:7][C:8](=[O:9])[O:10][CH2:11][CH2:12][S:13][c:14]2[cH:15][cH:16][c:17]([C:20]([F:21])([F:22])[F:23])[cH:18][cH:19]2)[cH:6]1.